From a dataset of the Open Reaction Database (ORD), a public repository of structured organic reaction records. describe an organic reaction: reactants, conditions, products, and yield Reaction SMILES: [Br:13].[C:14]([Cl:15])([Cl:16])([Cl:17])[Cl:18].[CH3:1][O:2][CH2:3][c:4]1[c:5]([C:9](=[O:10])[O:11][CH3:12])[n:6][n:7][s:8]1>>[O:2]=[CH:3][c:4]1[c:5]([C:9](=[O:10])[O:11][CH3:12])[n:6][n:7][s:8]1. Yields the product COC(=O)c1nnsc1C=O. The reactants are Br, ClC(Cl)(Cl)Cl, COCc1snnc1C(=O)OC. The reactants are COC(=O)C=1C(=C2C=C(C(N(C2=C(N1)C=1C=NC=CC1)CC1=CC=CC=C1)=O)C1=CC=C(C=C1)C(F)(F)F)O (1-benzyl-5-hydroxy-2-oxo-8-pyridin-3-yl-3-(4-trifluoromethyl-phenyl)-1,2-dihydro-[1,7]naphthyridine-6-carboxylic acid methyl ester), C(=O)(O)[O-].[Na+] (NaHCO3), 3-alanine, C[O-].[Na+] (NaOMe). The product is C(C1=CC=CC=C1)N1C(=C(C2=CC(C(NC2=C1C=1C=NC=CC1)=O)C1=CC=C(C=C1)C(F)(F)F)O)C(=O)NCCC(=O)O (3-{[7-Benzyl-5-hydroxy-2-oxo-8-pyridin-3-yl-3-(4-trifluoromethyl-phenyl)-1,2-dihydro-[1,7]naphthyridine-6-carbonyl]-amino}-propionic acid). As a reaction SMILES: CO[C:3]([C:5]1[C:6]([OH:39])=[C:7]2[C:12](=[C:13]([C:15]3[CH:16]=[N:17][CH:18]=[CH:19][CH:20]=3)[N:14]=1)[N:11](CC1C=CC=CC=1)[C:10](=[O:28])[C:9]([C:29]1[CH:34]=[CH:33][C:32]([C:35]([F:38])([F:37])[F:36])=[CH:31][CH:30]=1)=[CH:8]2)=[O:4].C[O-].[Na+].[C:43]([O-:46])(O)=[O:44].[Na+]>>[CH2:35]([N:14]1[C:13]([C:15]2[CH:16]=[N:17][CH:18]=[CH:19][CH:20]=2)=[C:12]2[C:7](=[CH:8][CH:9]([C:29]3[CH:34]=[CH:33][C:32]([C:35]([F:36])([F:38])[F:37])=[CH:31][CH:30]=3)[C:10](=[O:28])[NH:11]2)[C:6]([OH:39])=[C:5]1[C:3]([NH:11][CH2:10][CH2:9][C:43]([OH:46])=[O:44])=[O:4])[C:32]1[CH:33]=[CH:34][CH:29]=[CH:30][CH:31]=1 |f:1.2,3.4|. Procedure details: A mixture of 1-benzyl-5-hydroxy-2-oxo-8-pyridin-3-yl-3-(4-trifluoromethyl-phenyl)-1,2-dihydro-[1,7]naphthyridine-6-carboxylic acid methyl ester (32 mg, 0.060 mmol), (3-alanine (537 mg, 6.0 mmol) and NaOMe solution (9.6 mL, 4.8 mmol, 0.5 M in MeOH) was refluxed for 16 h. After the mixture was cooled to r.t., the solvent was evaporated in vacuo. The residue was partitioned between EtOAc and water. 1 M HCl was added until pH was about 3. The aqueous layer was extracted with additional EtOAc, and th... Reactants: ClC=1C=C(C=CC1O)C(C(=O)O)=O (2-(3-Chloro-4-hydroxyphenyl)glyoxylic acid), C(C)(C)(C)OC(=O)C(C)ON (O-(1-t-butoxycarbonylethyl)hydroxylamine), ( 5-7 ). Yields the product C(C)(C)(C)OC(=O)C(C)ON=C(C(=O)O)C1=CC(=C(C=C1)O)Cl (2-(1-t-butoxycarbonylethoxyimino)-2-(3-chloro-4-hydroxyphenyl)acetic acid). Yield: 96.3%. Reaction SMILES: [Cl:1][C:2]1[CH:3]=[C:4]([C:9](=O)[C:10]([OH:12])=[O:11])[CH:5]=[CH:6][C:7]=1[OH:8].[C:14]([O:18][C:19]([CH:21]([O:23][NH2:24])[CH3:22])=[O:20])([CH3:17])([CH3:16])[CH3:15]>>[C:14]([O:18][C:19]([CH:21]([O:23][N:24]=[C:9]([C:4]1[CH:5]=[CH:6][C:7]([OH:8])=[C:2]([Cl:1])[CH:3]=1)[C:10]([OH:12])=[O:11])[CH3:22])=[O:20])([CH3:16])([CH3:15])[CH3:17]. Reported procedure: 2-(3-Chloro-4-hydroxyphenyl)glyoxylic acid (2.0 g.) and O-(1-t-butoxycarbonylethyl)hydroxylamine (3.2 g.) were reacted according to a similar manner to that of Preparation (5-7) to give 2-(1-t-butoxycarbonylethoxyimino)-2-(3-chloro-4-hydroxyphenyl)acetic acid (syn isomer) (3.3 g.), mp 148° to 151° C. The reactants are CC(=C)C1=CC=CC=C1 (α-methyl styrene), C(=C)(C)C1=C(C=CC=C1)C (isopropenyl toluene), CC(=C)C1=CC=CC=C1 (α-methyl styrene), reactant, C(=C)(C)C1=C(C=CC=C1)C (isopropenyl toluene). Solvent: C1(=CC=CC=C1)C (toluene), C1(=CC=CC=C1)C (toluene), C1(=CC=CC=C1)C (toluene). Conditions: time 2 hour. Yields the product C(=C)(C)C1=C(C=CC=C1)C.CC(=C)C1=CC=CC=C1 (isopropenyl toluene α-methyl styrene). RXN SMILES: [C:1]([C:4]1[CH:9]=[CH:8][CH:7]=[CH:6][C:5]=1[CH3:10])([CH3:3])=[CH2:2].[CH3:11][C:12]([C:14]1[CH:19]=[CH:18][CH:17]=[CH:16][CH:15]=1)=[CH2:13]>C1(C)C=CC=CC=1>[C:1]([C:4]1[CH:9]=[CH:8][CH:7]=[CH:6][C:5]=1[CH3:10])([CH3:3])=[CH2:2].[CH3:13][C:12]([C:14]1[CH:19]=[CH:18][CH:17]=[CH:16][CH:15]=1)=[CH2:11] |f:3.4|. Procedure: A mixture of isopropenyl toluene, α-methyl styrene, and dehydrated and refined toluene (volume ratio=total amount of monomers:toluene=1:1) and boron trifluoride phenolate complex diluted to ten times with dehydrated and refined toluene (1.7 times equivalent as phenol) were continuously fed into an autoclave having an actual capacity of 1270 ml equipped with mixing blades. The polymerization reaction was carried out at the reaction temperature of 5° C. The mol ratio of isopropenyl toluene to α-me...